This data is from the Open Reaction Database (ORD), a public repository of structured organic reaction records. The task is: describe an organic reaction: reactants, conditions, products, and yield Starting materials: CCO, Cl, CC(=O)c1ccccc1N, CON. The product is Cl, CON=C(C)c1ccccc1N. As a reaction SMILES: [CH3:15][CH2:16][OH:17].[ClH:11].[NH2:1][c:2]1[c:3]([C:8]([CH3:9])=[O:10])[cH:4][cH:5][cH:6][cH:7]1.[O:12]([CH3:13])[NH2:14]>>[ClH:11].[NH2:1][c:2]1[c:3]([C:8]([CH3:9])=[N:14][O:12][CH3:13])[cH:4][cH:5][cH:6][cH:7]1. Starting materials: [H-].[Na+] (Sodium Hydride), O (H2O), ClCC(=O)NC1=CC=C(C=C1)N1N=C(C=C1C1CC1)C1CC1 (2-chloro-N-[4-(3,5-dicyclopropyl-1H-pyrazol-1-yl)phenyl]acetamide), N1CCOCC1 (morpholine). Run in CN(C)C=O (DMF), CCOC(=O)C (AcOEt). Conditions: time 8 hour. Product: C1(CC1)C1=NN(C(=C1)C1CC1)C1=CC=C(C=C1)NC(CN1CCOCC1)=O (N-[4-(3,5-dicyclopropyl-1H-pyrazol-1-yl)phenyl]-2-morpholinoacetamide). Reaction SMILES: Cl[CH2:2][C:3]([NH:5][C:6]1[CH:11]=[CH:10][C:9]([N:12]2[C:16]([CH:17]3[CH2:19][CH2:18]3)=[CH:15][C:14]([CH:20]3[CH2:22][CH2:21]3)=[N:13]2)=[CH:8][CH:7]=1)=[O:4].[NH:23]1[CH2:28][CH2:27][O:26][CH2:25][CH2:24]1.[H-].[Na+].O>CN(C=O)C.CCOC(C)=O>[CH:20]1([C:14]2[CH:15]=[C:16]([CH:17]3[CH2:19][CH2:18]3)[N:12]([C:9]3[CH:10]=[CH:11][C:6]([NH:5][C:3](=[O:4])[CH2:2][N:23]4[CH2:28][CH2:27][O:26][CH2:25][CH2:24]4)=[CH:7][CH:8]=3)[N:13]=2)[CH2:22][CH2:21]1 |f:2.3|. Procedure details: Intermediate 41 (150 mg, 0.475 mmol) and morpholine (40 mg, 0.475 mmol) were dissolved in DMF (3 mL) at 0° C. and Sodium Hydride (30 mg, 1.25 mmol) was added to the reaction mixture. Reaction was allowed to stir at ambient temperature overnight. Work-up (H2O:AcOEt) followed by purification on column afforded the title compound as a white solid. M.P. 178-184° C. 1H-NMR (δ ppm, DMSO-d6, 400 MHz): 9.87 (s, 1H), 7.74 (d, J 8.7, 2H), 7.49 (d, J 8.7, 2H), 5.77 (s, 1H), 3.63 (t, J 4.2, 4H), 3.13 (s, 2H... The reactants are COC(=O)C=1C(=C2C=C(C(N(C2=CN1)CC1=CC=CC=C1)=O)C1=CC=C(C=C1)S(=O)(=O)C)O (1-benzyl-5-hydroxy-3-(4-methanesulfonyl-phenyl)-2-oxo-1,2-dihydro-[1,7]naphthyridine-6-carboxylic acid methyl ester), NCCC(=O)O (β-alanine), C[O-].[Na+] (NaOMe). Product: C(C1=CC=CC=C1)N1C(C(=CC2=C(C(=NC=C12)C(=O)NCCC(=O)O)O)C1=CC=C(C=C1)S(=O)(=O)C)=O (3-{[1-Benzyl-5-hydroxy-3-(4-methanesulfonyl-phenyl)-2-oxo-1,2-dihydro-[1,7]naphthyridine-6-carbonyl]-amino}-propionic acid). Isolated yield 62.8%. As a reaction SMILES: CO[C:3]([C:5]1[C:6]([OH:33])=[C:7]2[C:12](=[CH:13][N:14]=1)[N:11]([CH2:15][C:16]1[CH:21]=[CH:20][CH:19]=[CH:18][CH:17]=1)[C:10](=[O:22])[C:9]([C:23]1[CH:28]=[CH:27][C:26]([S:29]([CH3:32])(=[O:31])=[O:30])=[CH:25][CH:24]=1)=[CH:8]2)=[O:4].[NH2:34][CH2:35][CH2:36][C:37]([OH:39])=[O:38].C[O-].[Na+]>>[CH2:15]([N:11]1[C:12]2[C:7](=[C:6]([OH:33])[C:5]([C:3]([NH:34][CH2:35][CH2:36][C:37]([OH:39])=[O:38])=[O:4])=[N:14][CH:13]=2)[CH:8]=[C:9]([C:23]2[CH:28]=[CH:27][C:26]([S:29]([CH3:32])(=[O:31])=[O:30])=[CH:25][CH:24]=2)[C:10]1=[O:22])[C:16]1[CH:17]=[CH:18][CH:19]=[CH:20][CH:21]=1 |f:2.3|. Procedure: A mixture of 1-benzyl-5-hydroxy-3-(4-methanesulfonyl-phenyl)-2-oxo-1,2-dihydro-[1,7]naphthyridine-6-carboxylic acid methyl ester (27 mg, 0.058 mmol), β-alanine (689 mg, 7.7 mmol) and NaOMe solution (12 mL, 5.8 mmol, 0.5 M in MeOH) was refluxed for 16 h. After the mixture was cooled to r.t., the solvent was evaporated in vacuo. The residue was dissolved in saturated NaHCO3 and washed several times with ether. The aqueous layer was acidified to pH about 2 with 6 M HCl, and the resulting precipitat... Starting materials: Cl (HCl), [OH-].[Na+] (NaOH), S(=S)(=O)([O-])[O-].[Na+].[Na+] (Sodium thiosulfate), CC=1C(=NC2=CC=CC=C2C1C(=O)O)C1=CC=CC=C1 (3-methyl-2-phenylquinoline-4-carboxylic acid), BrN1C(CCC1=O)=O (N-bromosuccinimide), BrN1C(CCC1=O)=O (N-bromosuccinimide). Reagents/catalysts: C(C1=CC=CC=C1)(=O)OOC(C1=CC=CC=C1)=O (benzoyl peroxide), C(C1=CC=CC=C1)(=O)OOC(C1=CC=CC=C1)=O (benzoyl peroxide). Solvent: O (water), C(C)(=O)OCC (ethyl acetate), C(Cl)(Cl)(Cl)Cl (carbon tetrachloride). Reaction conditions: time 4 hour. Product: BrCC=1C(=NC2=CC=CC=C2C1C(=O)O)C1=CC=CC=C1 (3-(Bromomethyl)-2-phenylquinoline-4-carboxylic acid). Isolated yield 108.8%. As a reaction SMILES: [CH3:1][C:2]1[C:3]([C:15]2[CH:20]=[CH:19][CH:18]=[CH:17][CH:16]=2)=[N:4][C:5]2[C:10]([C:11]=1[C:12]([OH:14])=[O:13])=[CH:9][CH:8]=[CH:7][CH:6]=2.[Br:21]N1C(=O)CCC1=O.S([O-])([O-])(=O)=S.[Na+].[Na+].Cl.[OH-].[Na+]>C(Cl)(Cl)(Cl)Cl.O.C(OCC)(=O)C.C(OOC(=O)C1C=CC=CC=1)(=O)C1C=CC=CC=1>[Br:21][CH2:1][C:2]1[C:3]([C:15]2[CH:20]=[CH:19][CH:18]=[CH:17][CH:16]=2)=[N:4][C:5]2[C:10]([C:11]=1[C:12]([OH:14])=[O:13])=[CH:9][CH:8]=[CH:7][CH:6]=2 |f:2.3.4,6.7|. Procedure details: To a solution of 3-methyl-2-phenylquinoline-4-carboxylic acid (1.5 g, 5.7 mmol) and N-bromosuccinimide (1.52 g, 8.5 mmol) in carbon tetrachloride (25 mL) was added benzoyl peroxide (approximately 10 mg) and heated under reflux with illumination using a long wavelength ultraviolet lamp (Blak-ray model B100-AP, Upland, Calif.). After 4 h, additional portions of N-bromosuccinimide (750 mg, 4.2 mmol) and benzoyl peroxide (approximately 10 mg) were added. After an additional 2 h, the cooled mixture w... Starting materials: C(C)OC1=C(C(=O)O)C=C(C=N1)S(=O)(=O)N1CCN(CC1)CC (2-ethoxy-5-(4-ethyl-1-piperazinylsulfonyl)nicotinic acid), 1,1-carbonyldimidazole, NC=1C(=NN(C1CC)CCOC)C(=O)N (4-amino-5-ethyl-1-(2-methoxyethyl)-1H-pyrazole-3-carboxamide). Run in C(C)(=O)OCC (ethyl acetate). Run at temperature 45 celsius, time 40 minute. Product: C(N)(=O)C1=NN(C(=C1NC(C1=C(N=CC(=C1)S(=O)(=O)N1CCN(CC1)CC)OCC)=O)CC)CCOC (N-[3-carbamoyl-5-ethyl-1-(2-methoxyethyl)-1H-pyrazol-4-yl}-2-ethoxy-5-(4-ethyl-1-piperazinyl sulfonyl) nicotinamide). As a reaction SMILES: [CH2:1]([O:3][C:4]1[N:12]=[CH:11][C:10]([S:13]([N:16]2[CH2:21][CH2:20][N:19]([CH2:22][CH3:23])[CH2:18][CH2:17]2)(=[O:15])=[O:14])=[CH:9][C:5]=1[C:6]([OH:8])=O)[CH3:2].[NH2:24][C:25]1[C:26]([C:36]([NH2:38])=[O:37])=[N:27][N:28]([CH2:32][CH2:33][O:34][CH3:35])[C:29]=1[CH2:30][CH3:31]>C(OCC)(=O)C>[C:36]([C:26]1[C:25]([NH:24][C:6](=[O:8])[C:5]2[CH:9]=[C:10]([S:13]([N:16]3[CH2:17][CH2:18][N:19]([CH2:22][CH3:23])[CH2:20][CH2:21]3)(=[O:14])=[O:15])[CH:11]=[N:12][C:4]=2[O:3][CH2:1][CH3:2])=[C:29]([CH2:30][CH3:31])[N:28]([CH2:32][CH2:33][O:34][CH3:35])[N:27]=1)(=[O:37])[NH2:38]. Reported procedure: 2-ethoxy-5-(4-ethyl-1-piperazinylsulfonyl)nicotinic acid (2.31 kg, 6.73 Mol) was suspended in ethyl acetate (16.2 L) and 1,1-carbonyldimidazole (1.09 kg, 6.73 Mol) was added at room temperature. The reaction mixture was heated at 45° C. for 40 minutes and then the reaction was stirred for a further 40 minutes at reflux. After cooling to ambient temperature 4-amino-5-ethyl-1-(2-methoxyethyl)-1H-pyrazole-3-carboxamide (1.5 kg, 7.06 Mol) was added to the cooled mixture, and the reaction stirred for... Run at time 1 hour. The reactants are N1(CCCC1)CCOC1=CC=C(C=C1)C1=C(C2=C(S1)C=CC=C2)C(=O)C2=CC=C(C=C2)OCCNCC (4-[2-(ethylamino)ethoxy]phenyl 2-[4-[2-(1-pyrrolidinyl)ethoxy]phenyl]benzo[b]thiophen-3-yl ketone), CC(C)C[AlH]CC(C)C (DIBAL-H), C(=O)(C(F)(F)F)O (TFA), C(=O)(O)[O-].[Na+] (NaHCO3), [SiH](CC)(CC)CC (Et3SiH), dioxalate. Procedure details: A 0° C. solution of 4-[2-(ethylamino)ethoxy]phenyl 2-[4-[2-(1-pyrrolidinyl)ethoxy]phenyl]benzo[b]thiophen-3-yl ketone (390 mg, 0.758 mmol; Part B) in 5 mL of anhydrous THF was treated with DIBAL-H (1.5 mL, 1.52 mmol, 1M solution in toluene) dropwise via a syringe. After 1 h at 0° C., the excess DIBAL-H was quenched with excess MeOH (approximately 1 mL), 5 mL of saturated Na+K+ tartrate and 5 mL of EtOAc were added, and the biphasic mixture was vigorously stirred for 1.5 h at ambient temperature.... Solvent: C1CCOC1 (THF). The product is C(C(=O)O)(=O)O.C(C(=O)O)(=O)O.C(C)NCCOC1=CC=C(CC=2C3=C(SC2C2=CC=C(OCCN4CCCC4)C=C2)C=CC=C3)C=C1 (1-[2-[4-[3-[4-[2-(Ethylamino)ethoxy]benzyl]benzo[b]thiophen-2-yl]phenoxy]ethyl]pyrrolidine Dioxalate). As a reaction SMILES: [N:1]1([CH2:6][CH2:7][O:8][C:9]2[CH:14]=[CH:13][C:12]([C:15]3[S:19][C:18]4[CH:20]=[CH:21][CH:22]=[CH:23][C:17]=4[C:16]=3[C:24]([C:26]3[CH:31]=[CH:30][C:29]([O:32][CH2:33][CH2:34][NH:35][CH2:36][CH3:37])=[CH:28][CH:27]=3)=O)=[CH:11][CH:10]=2)[CH2:5][CH2:4][CH2:3][CH2:2]1.CC(C[AlH]CC(C)C)C.[SiH](CC)(CC)CC.[C:54]([OH:60])(C(F)(F)F)=[O:55].[C:61]([O-:64])([OH:63])=O.[Na+]>C1COCC1>[C:54]([OH:60])(=[O:55])[C:61]([OH:64])=[O:63].[C:54]([OH:60])(=[O:55])[C:61]([OH:64])=[O:63].[CH2:36]([NH:35][CH2:34][CH2:33][O:32][C:29]1[CH:30]=[CH:31][C:26]([CH2:24][C:16]2[C:17]3[CH:23]=[CH:22][CH:21]=[CH:20][C:18]=3[S:19][C:15]=2[C:12]2[CH:13]=[CH:14][C:9]([O:8][CH2:7][CH2:6][N:1]3[CH2:2][CH2:3][CH2:4][CH2:5]3)=[CH:10][CH:11]=2)=[CH:27][CH:28]=1)[CH3:37] |f:4.5,7.8.9|. The reactants are NC(=O)c1cn(-c2ccccc2)nc1-c1ccc([N+](=O)[O-])o1, O=N[O-], [Na+], O, O=S(=O)(O)O. The product is O=C(O)c1cn(-c2ccccc2)nc1-c1ccc([N+](=O)[O-])o1. RXN SMILES: [N+:1](=[O:2])([O-:3])[c:4]1[cH:5][cH:6][c:7](-[c:9]2[n:10][n:11](-[c:17]3[cH:18][cH:19][cH:20][cH:21][cH:22]3)[cH:12][c:13]2[C:14](=[O:15])[NH2:16])[o:8]1.[N:23](=[O:24])[O-:25].[Na+:26].[OH2:27].[S:28](=[O:29])(=[O:30])([OH:31])[OH:32]>>[N+:1](=[O:2])([O-:3])[c:4]1[cH:5][cH:6][c:7](-[c:9]2[n:10][n:11](-[c:17]3[cH:18][cH:19][cH:20][cH:21][cH:22]3)[cH:12][c:13]2[C:14](=[O:15])[OH:24])[o:8]1. Starting materials: Cc1oc(-c2ccccc2)nc1COc1ccc(Cn2cc(CO)cn2)cc1, C1CCOC1. The product is Cc1oc(-c2ccccc2)nc1COc1ccc(Cn2cc(C=O)cn2)cc1. Reaction SMILES: [CH3:1][c:2]1[c:3]([CH2:13][O:14][c:15]2[cH:16][cH:17][c:18]([CH2:19][n:20]3[n:21][cH:22][c:23]([CH2:25][OH:26])[cH:24]3)[cH:27][cH:28]2)[n:4][c:5](-[c:7]2[cH:8][cH:9][cH:10][cH:11][cH:12]2)[o:6]1.[O:29]1[CH2:30][CH2:31][CH2:32][CH2:33]1>>[CH3:1][c:2]1[c:3]([CH2:13][O:14][c:15]2[cH:16][cH:17][c:18]([CH2:19][n:20]3[n:21][cH:22][c:23]([CH:25]=[O:26])[cH:24]3)[cH:27][cH:28]2)[n:4][c:5](-[c:7]2[cH:8][cH:9][cH:10][cH:11][cH:12]2)[o:6]1. Reaction SMILES: [NH2:45][c:46]1[cH:47][cH:48][c:49]([CH2:50][CH2:51][O:52][CH2:53][CH2:54][CH2:55][CH2:56][CH2:57][CH2:58][N:59]([C:60]([O:61][C:62]([CH3:63])([CH3:64])[CH3:65])=[O:66])[CH2:67][CH:68]([O:69][Si:70]([CH3:71])([CH3:72])[C:73]([CH3:74])([CH3:75])[CH3:76])[c:77]2[c:78]3[cH:79][cH:80][c:81](=[O:95])[nH:82][c:83]3[c:84]([O:87][C:88](=[O:89])[O:90][C:91]([CH3:92])([CH3:93])[CH3:94])[cH:85][cH:86]2)[cH:96][cH:97]1.[OH:1][CH2:2][CH2:3][CH2:4][CH2:5][CH2:6][CH2:7][CH2:8][CH2:9][NH:10][C:11](=[O:12])[c:13]1[cH:14][c:15]([S:19](=[O:20])(=[O:21])[c:22]2[cH:23][c:24]3[c:25]([NH:36][c:37]4[cH:38][c:39]([O:43][CH3:44])[cH:40][cH:41][cH:42]4)[c:26]([C:33](=[O:34])[NH2:35])[cH:27][n:28][c:29]3[c:30]([CH3:32])[cH:31]2)[cH:16][cH:17][cH:18]1>>[C:11](=[O:12])([c:13]1[cH:14][c:15]([S:19](=[O:20])(=[O:21])[c:22]2[cH:23][c:24]3[c:25]([NH:36][c:37]4[cH:38][c:39]([O:43][CH3:44])[cH:40][cH:41][cH:42]4)[c:26]([C:33](=[O:34])[NH2:35])[cH:27][n:28][c:29]3[c:30]([CH3:32])[cH:31]2)[cH:16][cH:17][cH:18]1)[NH:45][c:46]1[cH:47][cH:48][c:49]([CH2:50][CH2:51][O:52][CH2:53][CH2:54][CH2:55][CH2:56][CH2:57][CH2:58][N:59]([C:60]([O:61][C:62]([CH3:63])([CH3:64])[CH3:65])=[O:66])[CH2:67][CH:68]([O:69][Si:70]([CH3:71])([CH3:72])[C:73]([CH3:74])([CH3:75])[CH3:76])[c:77]2[c:78]3[cH:79][cH:80][c:81](=[O:95])[nH:82][c:83]3[c:84]([O:87][C:88](=[O:89])[O:90][C:91]([CH3:92])([CH3:93])[CH3:94])[cH:85][cH:86]2)[cH:96][cH:97]1. Reactants: CC(C)(C)OC(=O)Oc1ccc(C(CN(CCCCCCOCCc2ccc(N)cc2)C(=O)OC(C)(C)C)O[Si](C)(C)C(C)(C)C)c2ccc(=O)[nH]c12, COc1cccc(Nc2c(C(N)=O)cnc3c(C)cc(S(=O)(=O)c4cccc(C(=O)NCCCCCCCCO)c4)cc23)c1. Product: COc1cccc(Nc2c(C(N)=O)cnc3c(C)cc(S(=O)(=O)c4cccc(C(=O)Nc5ccc(CCOCCCCCCN(CC(O[Si](C)(C)C(C)(C)C)c6ccc(OC(=O)OC(C)(C)C)c7[nH]c(=O)ccc67)C(=O)OC(C)(C)C)cc5)c4)cc23)c1.